From a dataset of the Open Reaction Database (ORD), a public repository of structured organic reaction records. describe an organic reaction: reactants, conditions, products, and yield Reaction SMILES: [CH3:1][CH:2]1[CH:6]([OH:7])[CH:5]([OH:8])[CH:4]([CH3:9])[O:3]1.O=O>[Ag].[Cu]>[CH3:1][CH:2]1[C:6](=[O:7])[CH:5]([OH:8])[CH:4]([CH3:9])[O:3]1. Procedure details: 2,5-Dimethyl-4-hydroxy-2,3-dihydrofuran-3-one is prepared by first epoxidizing hex-3-ene-2,5-diol in the liquid phase with hydrogen peroxide to give the novel compound 3,4-epoxy-hexane-2,5-diol, which at 40°-280° C. is converted, by means of a catalytic amount of an acid, to the novel compound 2,5-dimethyl-3,4-dihydroxy-tetrahydro-furan. The latter is dehydrogenated by means of oxygen over a silver catalyst or copper catalyst to give the nove compound 2,5-dimethyl-4-hydroxy-tetrahydrofuran-3-one... Reactants: CC1OC(C(C1O)O)C (2,5-dimethyl-3,4-dihydroxy-tetrahydro-furan), O=O (oxygen). Product: CC1OC(C(C1=O)O)C (2,5-dimethyl-4-hydroxy-tetrahydrofuran-3-one). Reagents/catalysts: [Cu] (copper), [Ag] (silver). The reactants are C1CCOC1, COc1ccc(F)c(-c2ccc(C(=O)O)cc2N2CCCCC2=O)c1, O. Yields the product COc1ccc(F)c(-c2ccc(C(=O)O)cc2N2CCCCC2)c1. Reaction SMILES: [CH2:27]1[O:28][CH2:29][CH2:30][CH2:31]1.[F:1][c:2]1[c:3](-[c:10]2[c:11]([N:19]3[C:20](=[O:25])[CH2:21][CH2:22][CH2:23][CH2:24]3)[cH:12][c:13]([C:16](=[O:17])[OH:18])[cH:14][cH:15]2)[cH:4][c:5]([O:8][CH3:9])[cH:6][cH:7]1.[OH2:26]>>[F:1][c:2]1[c:3](-[c:10]2[c:11]([N:19]3[CH2:20][CH2:21][CH2:22][CH2:23][CH2:24]3)[cH:12][c:13]([C:16](=[O:17])[OH:18])[cH:14][cH:15]2)[cH:4][c:5]([O:8][CH3:9])[cH:6][cH:7]1. The reactants are BrC=1C=C(C(=NC1)C(=O)OC(C)(C)C)Cl (tert-butyl 5-bromo-3-chloropicolinate), C(#N)[Zn]C#N (dicyanozinc), N#N (N2), C(C)(C)(C)P(C(C)(C)C)C(C)(C)C (tri-tert-butylphosphine), C(C)(C)(C)P(C(C)(C)C)C(C)(C)C (tri-tert-butylphosphine). The reagents and catalysts are [Zn] (zinc), C=1C=CC(=CC1)/C=C/C(=O)/C=C/C2=CC=CC=C2.C=1C=CC(=CC1)/C=C/C(=O)/C=C/C2=CC=CC=C2.C=1C=CC(=CC1)/C=C/C(=O)/C=C/C2=CC=CC=C2.[Pd].[Pd] (Pd2(dba)3), C=1C=CC(=CC1)/C=C/C(=O)/C=C/C2=CC=CC=C2.C=1C=CC(=CC1)/C=C/C(=O)/C=C/C2=CC=CC=C2.C=1C=CC(=CC1)/C=C/C(=O)/C=C/C2=CC=CC=C2.[Pd].[Pd] (Pd2(dba)3). Solvent: CN(C)C=O (DMF). Conditions: temperature 95 celsius. Yields the product ClC=1C(=NC=C(C1)C#N)C(=O)OC(C)(C)C (tert-butyl 3-chloro-5-cyanopicolinate). RXN SMILES: Br[C:2]1[CH:3]=[C:4]([Cl:15])[C:5]([C:8]([O:10][C:11]([CH3:14])([CH3:13])[CH3:12])=[O:9])=[N:6][CH:7]=1.[C:16]([Zn]C#N)#[N:17].N#N.C(P(C(C)(C)C)C(C)(C)C)(C)(C)C>CN(C=O)C.[Zn].C1C=CC(/C=C/C(/C=C/C2C=CC=CC=2)=O)=CC=1.C1C=CC(/C=C/C(/C=C/C2C=CC=CC=2)=O)=CC=1.C1C=CC(/C=C/C(/C=C/C2C=CC=CC=2)=O)=CC=1.[Pd].[Pd]>[Cl:15][C:4]1[C:5]([C:8]([O:10][C:11]([CH3:14])([CH3:13])[CH3:12])=[O:9])=[N:6][CH:7]=[C:2]([C:16]#[N:17])[CH:3]=1 |f:6.7.8.9.10|. Procedure: A mixture of tert-butyl 5-bromo-3-chloropicolinate (12 g, 41.0 mmol), dicyanozinc (3.37 g, 28.7 mmol), and zinc (0.375 g, 5.74 mmol) were suspended in DMF (82 ml) in round bottom flak. The suspension was purged with N2 and finally Pd2(dba)3 (1.878 g, 2.051 mmol), tri-tert-butylphosphine (6.2 ml, 6.15 mmol) and neat tri-tert-butylphosphine (300 mg), was added under the Ar. The r×n mixture was heated to 95° C. for 3 h. Then another 2.8 g of Pd2(dba)3 and 1.2 g of neat P ligand were added. 3.5 h la... Reactants: CC(C)(C)c1cc(N)on1, ClCCl, C[Al](C)C, CC1(S(=O)(=O)C2CCOCC2)CCOC1=O, Cc1ccccc1. Product: CC(C)(C)c1cc(NC(=O)C(C)(CCO)S(=O)(=O)C2CCOCC2)on1. RXN SMILES: [C:1]([CH3:2])([CH3:3])([CH3:4])[c:5]1[n:6][o:7][c:8]([NH2:10])[cH:9]1.[CH2:31]([Cl:32])[Cl:33].[CH3:11][Al:12]([CH3:13])[CH3:14].[CH3:15][C:16]1([S:22](=[O:23])(=[O:24])[CH:25]2[CH2:26][CH2:27][O:28][CH2:29][CH2:30]2)[C:17](=[O:21])[O:18][CH2:19][CH2:20]1.[CH3:34][c:35]1[cH:36][cH:37][cH:38][cH:39][cH:40]1>>[C:1]([CH3:2])([CH3:3])([CH3:4])[c:5]1[n:6][o:7][c:8]([NH:10][C:17]([C:16]([CH3:15])([CH2:20][CH2:19][OH:18])[S:22](=[O:23])(=[O:24])[CH:25]2[CH2:26][CH2:27][O:28][CH2:29][CH2:30]2)=[O:21])[cH:9]1. Starting materials: C(=O)[C@H](C[C@@H](C(C)C)CNC(C1=C(C=CC=C1)OCCCOC)=O)NC(OC(C)(C)C)=O (tert-butyl (1(S)-formyl-3(S)-{[2-(3-methoxypropoxy)-benzoylamino]methyl}4-methylpentyl)carbamate), C[Si](C)(C)[N-][Si](C)(C)C.[K+] (potassium bis(trimethylsilyl)amide), [Cl-].[NH4+] (ammonium chloride). Reagents/catalysts: [Br-].C[P+](C1=CC=CC=C1)(C1=CC=CC=C1)C1=CC=CC=C1 (methyltriphenylphosphonium bromide). The solvent is C(C)OCC (diethyl ether), C(C)OCC (diethyl ether). Conditions: temperature 0 celsius, time 30 minute. Yields the product COCCCOC1=C(C(=O)NC[C@@H](C[C@@H](C=C)NC(OC(C)(C)C)=O)C(C)C)C=CC=C1 (tert-Butyl (3(S)-{[2-(3-methoxypropoxy)benzoylamino]methyl}-4-methyl-1(S)-vinylpentyl)carbamate), SiO2. As a reaction SMILES: [CH3:1][Si]([N-][Si](C)(C)C)(C)C.[K+].[CH:11]([C@@H:13]([NH:35][C:36](=[O:42])[O:37][C:38]([CH3:41])([CH3:40])[CH3:39])[CH2:14][C@H:15]([CH2:19][NH:20][C:21](=[O:34])[C:22]1[CH:27]=[CH:26][CH:25]=[CH:24][C:23]=1[O:28][CH2:29][CH2:30][CH2:31][O:32][CH3:33])[CH:16]([CH3:18])[CH3:17])=O.[Cl-].[NH4+]>C(OCC)C.[Br-].C[P+](C1C=CC=CC=1)(C1C=CC=CC=1)C1C=CC=CC=1>[CH3:33][O:32][CH2:31][CH2:30][CH2:29][O:28][C:23]1[CH:24]=[CH:25][CH:26]=[CH:27][C:22]=1[C:21]([NH:20][CH2:19][C@H:15]([CH:16]([CH3:17])[CH3:18])[CH2:14][C@H:13]([NH:35][C:36](=[O:42])[O:37][C:38]([CH3:40])([CH3:41])[CH3:39])[CH:11]=[CH2:1])=[O:34] |f:0.1,3.4,6.7|. Reported procedure: The mixture of 2.38 g of potassium bis(trimethylsilyl)amide in 50 ml of diethyl ether is cooled to 0° C., admixed with 4.04 g of methyltriphenylphosphonium bromide and stirred over 30 minutes. The solution of 1.70 g of tert-butyl (1(S)-formyl-3(S)-{[2-(3-methoxypropoxy)-benzoylamino]methyl}4-methylpentyl)carbamate in 20 ml of diethyl ether is added dropwise. The reaction mixture is stirred at room temperature over 1 hour and subsequently poured onto 1M ammonium chloride solution and extracted wi... Reactants: CCOC(=O)C(CCCCOc1ccccc1)C(=O)O, C1CCNCC1, Cl, O, c1ccncc1. Yields the product C=C(CCCCOc1ccccc1)C(=O)OCC. As a reaction SMILES: [CH2:1]([CH3:2])[O:3][C:4]([CH:5]([C:6]([OH:7])=[O:8])[CH2:9][CH2:10][CH2:11][CH2:12][O:13][c:14]1[cH:15][cH:16][cH:17][cH:18][cH:19]1)=[O:20].[CH2:27]1[CH2:28][CH2:29][NH:30][CH2:31][CH2:32]1.[ClH:33].[OH2:34].[cH:21]1[cH:22][cH:23][n:24][cH:25][cH:26]1>>[CH2:1]([CH3:2])[O:3][C:4]([C:5](=[CH2:6])[CH2:9][CH2:10][CH2:11][CH2:12][O:13][c:14]1[cH:15][cH:16][cH:17][cH:18][cH:19]1)=[O:20]. Starting materials: C([O-])([O-])=O.[Na+].[Na+] (sodium carbonate), NC1=C(C(=O)N)C=CC(=C1C)OC (2-amino-4-methoxy-3-methyl benzamide), COC1=CC=C(C(=O)Cl)C=C1 (4-Methoxybenzoic acid chloride), N1=CC=CC=C1 (pyridine). The solvent is CCO (EtOH), O (water), C1CCOC1 (THF). Reaction conditions: temperature 5 celsius, time 8 hour. Yields the product COC1=CC=C2C(=NC(=NC2=C1C)C1=CC=C(C=C1)OC)O (7-Methoxy-8-methyl-2-(4-methoxyphenyl)-quinazolin-4-ol). As a reaction SMILES: [NH2:1][C:2]1[C:10]([CH3:11])=[C:9]([O:12][CH3:13])[CH:8]=[CH:7][C:3]=1[C:4]([NH2:6])=[O:5].N1C=CC=CC=1.[CH3:20][O:21][C:22]1[CH:30]=[CH:29][C:25]([C:26](Cl)=O)=[CH:24][CH:23]=1.C(=O)([O-])[O-].[Na+].[Na+]>C1COCC1.CCO.O>[CH3:13][O:12][C:9]1[C:10]([CH3:11])=[C:2]2[C:3]([C:4]([OH:5])=[N:6][C:26]([C:25]3[CH:29]=[CH:30][C:22]([O:21][CH3:20])=[CH:23][CH:24]=3)=[N:1]2)=[CH:7][CH:8]=1 |f:3.4.5|. Procedure: To a suspension of 2-amino-4-methoxy-3-methyl benzamide in dry THF (60 ml) was added pyridine (2 eq) and the mixture was cooled to 5° C. 4-Methoxybenzoic acid chloride (1.25 eq) was added slowly and the mixture was stirred at room temperature overnight. The mixture was evaporated under reduced pressure and then suspended in water. The compound was left in the water for some hours, filtered and washed with cold water and diethyl ether and dried under vacuum. The residue was then added to a suspen... The reactants are CCN(C(C)C)C(C)C, CCOC(=O)Cl, ClCCl, COC(=O)c1cc2c(CN(C)C)cn(Cc3ccc(F)cc3F)c2cn1, CN(C)C=O, Sc1ccccc1. Yields the product COC(=O)c1cc2c(CSc3ccccc3)cn(Cc3ccc(F)cc3F)c2cn1. RXN SMILES: [CH:40]([N:41]([CH:42]([CH3:43])[CH3:44])[CH2:45][CH3:46])([CH3:47])[CH3:48].[Cl:27][C:28]([O:29][CH2:30][CH3:31])=[O:32].[Cl:49][CH2:50][Cl:51].[F:1][c:2]1[c:3]([CH2:4][n:5]2[cH:6][c:7]([CH2:18][N:19]([CH3:20])[CH3:21])[c:8]3[c:9]2[cH:10][n:11][c:12]([C:14](=[O:15])[O:16][CH3:17])[cH:13]3)[cH:22][cH:23][c:24]([F:26])[cH:25]1.[O:52]=[CH:53][N:54]([CH3:55])[CH3:56].[SH:33][c:34]1[cH:35][cH:36][cH:37][cH:38][cH:39]1>>[F:1][c:2]1[c:3]([CH2:4][n:5]2[cH:6][c:7]([CH2:18][S:33][c:34]3[cH:35][cH:36][cH:37][cH:38][cH:39]3)[c:8]3[c:9]2[cH:10][n:11][c:12]([C:14](=[O:15])[O:16][CH3:17])[cH:13]3)[cH:22][cH:23][c:24]([F:26])[cH:25]1. Starting materials: CC(=O)[CH-]C(C)=O, CCO, ClCCl, [Cu], OO, c1cncc(C2CCCCS2)c1. The product is O=S1CCCCC1c1cccnc1. RXN SMILES: [CH-:22]([C:23](=[O:24])[CH3:25])[C:26](=[O:27])[CH3:28].[CH3:18][CH2:19][OH:20].[Cl:15][CH2:16][Cl:17].[Cu:21].[OH:13][OH:14].[n:1]1[cH:2][c:3]([CH:7]2[S:8][CH2:9][CH2:10][CH2:11][CH2:12]2)[cH:4][cH:5][cH:6]1>>[n:1]1[cH:2][c:3]([CH:7]2[S:8](=[O:13])[CH2:9][CH2:10][CH2:11][CH2:12]2)[cH:4][cH:5][cH:6]1. The reactants are CO (methanol), COC1=C(C(=C2C(OCC2=C1C)=O)OS(=O)(=O)C1=CC=C(C=C1)C)CC1=CC(CC1)(C)CC(=O)O (3-(1,3-dihydro-6-methoxy-7-methyl-3-oxo-4-p-toluenesulfonyloxy -5-isobenzofuranylmethyl)-1-methylcyclopent-2-en-1-ylacetic acid), O.[OH-].[Li+] (lithium hydroxide monohydrate), Cl (hydrochloric acid). The solvent is O (water), C(C)(=O)OCC (ethyl acetate). Reaction conditions: time 4 hour. Product: OC1=C2C(OCC2=C(C(=C1CC1=C(C(CC1)CC(=O)O)C)OC)C)=O (3-(1,3-dihydro-4-hydroxy-6-methoxy-7-methyl-3-oxo-5-isobenzofuranylmethyl)-2-methylcyclopent-2-en-1-ylacetic acid). RXN SMILES: [CH3:1][O:2][C:3]1[C:11]([CH3:12])=[C:10]2[C:6]([C:7](=[O:13])[O:8][CH2:9]2)=[C:5]([O:14]S(C2C=CC(C)=CC=2)(=O)=O)[C:4]=1[CH2:25][C:26]1[CH2:30][CH2:29][C:28]([CH2:32][C:33]([OH:35])=[O:34])(C)[CH:27]=1.O.[OH-].[Li+].Cl.[CH3:40]O>O.C(OCC)(=O)C>[OH:14][C:5]1[C:4]([CH2:25][C:26]2[CH2:30][CH2:29][CH:28]([CH2:32][C:33]([OH:35])=[O:34])[C:27]=2[CH3:40])=[C:3]([O:2][CH3:1])[C:11]([CH3:12])=[C:10]2[C:6]=1[C:7](=[O:13])[O:8][CH2:9]2 |f:1.2.3|. Procedure details: The 3-(1,3-dihydro-6-methoxy-7-methyl-3-oxo-4-p-toluenesulfonyloxy -5-isobenzofuranylmethyl)-1-methylcyclopent-2-en-1-ylacetic acid obtained in Example ZC-1G was dissolved in a mixture of methanol (8 mL) and water (2 mL) and treated with lithium hydroxide monohydrate (0.15 g). After 4 hours, the reaction was diluted with ethyl acetate and made acidic with 5% hydrochloric acid. After two extractions with ethyl acetate, the product was washed out of the combined organic layers with 2M NaOH. Acidif...